This data is from the Open Reaction Database (ORD), a public repository of structured organic reaction records. The task is: describe an organic reaction: reactants, conditions, products, and yield The reactants are FC=1C=C(C=C(C1)F)CC(=O)N[C@@H](C)C(=O)O (N-(3,5-difluorophenylacetyl)-L-alanine), Cl.NC1C2=C(N=CC(C1)(C)C)C=CC(C2=O)C (5-Amino-3,3,7-trimethyl-5,7-dihydro-6H-benz[b]azepin-6-one Hydrochloride), CO.C(Cl)(Cl)Cl (MeOH CHCl3). The product is FC=1C=C(C=C(C1)F)CC(=O)N[C@@H](C)C(=O)NC1C2=C(N=CC(C1=O)(C)C)C=CC(C2)C (5-{N′-(3,5-Difluorophenylacetyl)-L-alaninyl}amino-3,3,7-trimethyl-5,7-dihydro-6H-benz[b]azepin-4-one). Reaction SMILES: [F:1][C:2]1[CH:3]=[C:4]([CH2:9][C:10]([NH:12][C@H:13]([C:15]([OH:17])=O)[CH3:14])=[O:11])[CH:5]=[C:6]([F:8])[CH:7]=1.Cl.[NH2:19][CH:20]1[CH2:26][C:25]([CH3:28])([CH3:27])[CH:24]=[N:23][C:22]2[CH:29]=[CH:30][CH:31]([CH3:34])[C:32](=O)[C:21]1=2.C[OH:36].C(Cl)(Cl)Cl>>[F:8][C:6]1[CH:5]=[C:4]([CH2:9][C:10]([NH:12][C@H:13]([C:15]([NH:19][CH:20]2[C:26](=[O:36])[C:25]([CH3:28])([CH3:27])[CH:24]=[N:23][C:22]3[CH:29]=[CH:30][CH:31]([CH3:34])[CH2:32][C:21]2=3)=[O:17])[CH3:14])=[O:11])[CH:3]=[C:2]([F:1])[CH:7]=1 |f:1.2,3.4|. Procedure: Following General Procedure D and using N-(3,5-difluorophenylacetyl)-L-alanine (Ex. B) and 5-amino-3,3,7-trimethyl-5,7-dihydro-6H-benz[b]azepin-6-one hydrochloride (Example 6-C), the title compound was prepared. The reaction was monitored by tlc (Rf=0.4, 5% MeOH/CHCl3) and product was purified by chromatography (silica, 5% MeOH/CHCl3) and crystallization from acetonitrile. Run in C(C)N(CC)CC (triethylamine). Product: FC(C1=CC=C(C=C1)/C=C/C=1OC=C(N1)COC1=CC=C(C=C1)CCCCN1C(=NC=C1)CCC(=O)N1CCCC1)(F)F (1-{3-[1-(4-{4-[(2-{(E)-2-[4-(trifluoromethyl)phenyl]ethenyl}-1,3-oxazol-4-yl)methoxy]phenyl}butyl)-1H-imidazol-2-yl]propanoyl}pyrrolidine). Starting materials: FC(C1=CC=C(C=C1)/C=C/C=1OC=C(N1)COC1=CC=C(C=C1)CCCCN1C(=NC=C1)CCC(=O)O)(F)F (3-[1-[4-[4-[(2-[(E)-2-[4-(trifluoromethyl)phenyl]ethenyl]-1,3-oxazol-4-yl)methoxy]phenyl]butyl]-1H-imidazol-2-yl]propionic acid), N1CCCC1 (pyrrolidine), P(=O)(OCC)(OCC)C#N (diethyl cyanophosphate). Procedure details: Using 3-[1-[4-[4-[(2-[(E)-2-[4-(trifluoromethyl)phenyl]ethenyl]-1,3-oxazol-4-yl)methoxy]phenyl]butyl]-1H-imidazol-2-yl]propionic acid (200 mg), pyrrolidine (0.174 ml), diethyl cyanophosphate (0.303 ml) and triethylamine (0.310 ml), the same reaction as Example 5-(ii) was carried out to yield the titled compound (86 mg). As a reaction SMILES: [F:1][C:2]([F:39])([F:38])[C:3]1[CH:8]=[CH:7][C:6](/[CH:9]=[CH:10]/[C:11]2[O:12][CH:13]=[C:14]([CH2:16][O:17][C:18]3[CH:23]=[CH:22][C:21]([CH2:24][CH2:25][CH2:26][CH2:27][N:28]4[CH:32]=[CH:31][N:30]=[C:29]4[CH2:33][CH2:34][C:35](O)=[O:36])=[CH:20][CH:19]=3)[N:15]=2)=[CH:5][CH:4]=1.[NH:40]1[CH2:44][CH2:43][CH2:42][CH2:41]1.P(C#N)(OCC)(OCC)=O>C(N(CC)CC)C>[F:38][C:2]([F:39])([F:1])[C:3]1[CH:4]=[CH:5][C:6](/[CH:9]=[CH:10]/[C:11]2[O:12][CH:13]=[C:14]([CH2:16][O:17][C:18]3[CH:23]=[CH:22][C:21]([CH2:24][CH2:25][CH2:26][CH2:27][N:28]4[CH:32]=[CH:31][N:30]=[C:29]4[CH2:33][CH2:34][C:35]([N:40]4[CH2:44][CH2:43][CH2:42][CH2:41]4)=[O:36])=[CH:20][CH:19]=3)[N:15]=2)=[CH:7][CH:8]=1. Starting materials: OC1=CC=CC2=C1C=CO2 (4-Hydroxybenzofuran), BrCC1=CC=C(C(=O)OCC)C=C1 (ethyl 4-bromomethylbenzoate), C([O-])([O-])=O.[K+].[K+] (potassium carbonate), [I-].[Na+] (sodium iodide). Run in C(C)O (ethanol), [OH-].[Na+] (sodium hydroxide). Run at time 5 hour. The product is O1C=CC2=C1C=CC=C2OCC2=CC=C(C(=O)OCC)C=C2 (ethyl 4-(4-benzofuranyloxymethyl)benzoate). As a reaction SMILES: [OH:1][C:2]1[C:7]2[CH:8]=[CH:9][O:10][C:6]=2[CH:5]=[CH:4][CH:3]=1.Br[CH2:12][C:13]1[CH:23]=[CH:22][C:16]([C:17]([O:19][CH2:20][CH3:21])=[O:18])=[CH:15][CH:14]=1.C(=O)([O-])[O-].[K+].[K+].[I-].[Na+]>[OH-].[Na+].C(O)C>[O:10]1[C:6]2[CH:5]=[CH:4][CH:3]=[C:2]([O:1][CH2:12][C:13]3[CH:23]=[CH:22][C:16]([C:17]([O:19][CH2:20][CH3:21])=[O:18])=[CH:15][CH:14]=3)[C:7]=2[CH:8]=[CH:9]1 |f:2.3.4,5.6,7.8|. Reported procedure: 4-Hydroxybenzofuran (1.34 g, 0.01 M), ethyl 4-bromomethylbenzoate (2.43 g, 0.01 M), anhydrous potassium carbonate (1.49 g), sodium iodide (0.05 g) and 95% ethanol (10 ml) were refluxed with stirring (5 hr). The cooled reaction mixture was diluted with 0.5 N sodium hydroxide solution and cooled in ice. The precipitated solid was filtered off, washed well with water and recrystallised form ethanol-water to give ethyl 4-(4-benzofuranyloxymethyl)benzoate, m.p. 70°-72° C. (Found: C, 72.79; H, 5.46. C... The reactants are CC(=O)O[BH-](OC(C)=O)OC(C)=O, CC(=O)O, CCCC(N)C(=O)Nc1cc(CC2CCCC2)on1, ClCCl, O=C1CCc2cc(F)ccc2C1, [Na+]. Product: CCCC(NC1CCc2cc(F)ccc2C1)C(=O)Nc1cc(CC2CCCC2)on1. Reaction SMILES: [C:32]([O:33][BH-:34]([O:35][C:36](=[O:37])[CH3:38])[O:39][C:40](=[O:41])[CH3:42])(=[O:43])[CH3:44].[CH3:46][C:47](=[O:48])[OH:49].[CH:13]1([CH2:18][c:19]2[cH:20][c:21]([NH:24][C:25]([CH:26]([CH2:27][CH2:28][CH3:29])[NH2:30])=[O:31])[n:22][o:23]2)[CH2:14][CH2:15][CH2:16][CH2:17]1.[Cl:50][CH2:51][Cl:52].[F:1][c:2]1[cH:3][c:4]2[c:9]([cH:10][cH:11]1)[CH2:8][C:7](=[O:12])[CH2:6][CH2:5]2.[Na+:45]>>[F:1][c:2]1[cH:3][c:4]2[c:9]([cH:10][cH:11]1)[CH2:8][CH:7]([NH:30][CH:26]([C:25]([NH:24][c:21]1[cH:20][c:19]([CH2:18][CH:13]3[CH2:14][CH2:15][CH2:16][CH2:17]3)[o:23][n:22]1)=[O:31])[CH2:27][CH2:28][CH3:29])[CH2:6][CH2:5]2. Starting materials: C(C)OP(OCC)(=O)C=1C=NC2=CC=C(C=C2C1)C(F)(F)F (6-trifluoromethyl-quinoline-3-phosphonic acid diethyl ester). Run in C(C)(=O)O (acetic acid). Yields the product C(C)OP(OCC)(=O)C1CNC2=CC=C(C=C2C1)C(F)(F)F (6-trifluoromethyl-1,2,3,4-tetrahydroquinoline-3-phosphonic acid diethyl ester). Yield: 52.2%. RXN SMILES: [CH2:1]([O:3][P:4]([C:9]1[CH:10]=[N:11][C:12]2[C:17]([CH:18]=1)=[CH:16][C:15]([C:19]([F:22])([F:21])[F:20])=[CH:14][CH:13]=2)(=[O:8])[O:5][CH2:6][CH3:7])[CH3:2]>C(O)(=O)C>[CH2:6]([O:5][P:4]([CH:9]1[CH2:18][C:17]2[C:12](=[CH:13][CH:14]=[C:15]([C:19]([F:20])([F:21])[F:22])[CH:16]=2)[NH:11][CH2:10]1)(=[O:8])[O:3][CH2:1][CH3:2])[CH3:7]. Reported procedure: 6.66 g of 6-trifluoromethyl-quinoline-3-phosphonic acid diethyl ester is dissolved in 70 ml of glacial acetic acid and hydrogenated on platinum dioxide at room temperature under normal pressure. After column chromatography, 3.52 g of 6-trifluoromethyl-1,2,3,4-tetrahydroquinoline-3-phosphonic acid diethyl ester of melting point 112° C. is obtained.